From a dataset of the Open Reaction Database (ORD), a public repository of structured organic reaction records. describe an organic reaction: reactants, conditions, products, and yield Starting materials: FS(=O)(=O)[O-].ClC1=[N+](SC(=C1Cl)C(=O)OCC)C (3,4-Dichloro-5-ethoxycarbonyl-2-methylisothiazolium fluorosulfonate). The solvent is C(=O)([O-])[O-].[K+].[K+] (K2CO3). The product is ClC=1C(N(SC1C(=O)OCC)C)=O (4-chloro-5-ethoxycarbonyl-2-methyl-4-isothiazolin-3-one). Yield: 37.6%. RXN SMILES: FS([O-])(=O)=[O:3].Cl[C:7]1[C:11]([Cl:12])=[C:10]([C:13]([O:15][CH2:16][CH3:17])=[O:14])[S:9][N+:8]=1[CH3:18]>C([O-])([O-])=O.[K+].[K+]>[Cl:12][C:11]1[C:7](=[O:3])[N:8]([CH3:18])[S:9][C:10]=1[C:13]([O:15][CH2:16][CH3:17])=[O:14] |f:0.1,2.3.4|. Procedure: 3,4-Dichloro-5-ethoxycarbonyl-2-methylisothiazolium fluorosulfonate (4.2 g, 0.012 mol) was added to 50 ml of saturated K2CO3 solution. The aqueous phase was extracted with 3×50 ml of CH2Cl2. The combined extracts were dried (MgSO4), filtered and conc. to yield a solid. Recrystallization from heptane yielded 1.0 g (35%) of 4-chloro-5-ethoxycarbonyl-2-methyl-4-isothiazolin-3-one, mp 142-147.